From a dataset of the Open Reaction Database (ORD), a public repository of structured organic reaction records. describe an organic reaction: reactants, conditions, products, and yield Starting materials: ClC1=CC(=NC(=N1)C1=CC=C(C=C1)[N+](=O)[O-])N1CC2CCC(C1)O2 (3-[6-Chloro-2-(4-nitro-phenyl)-pyrimidin-4-yl]-8-oxa-3-aza-bicyclo[3.2.1]octane). The solvent is C(C)(C)N (iPrNH2). Conditions: temperature 140 celsius. Yields the product C(C)(C)NC1=NC(=NC(=C1)N1CC2CCC(C1)O2)C2=CC=C(C=C2)[N+](=O)[O-] (Isopropyl-[2-(4-nitro-phenyl)-6-(8-oxa-3-aza-bicyclo[3.2.1]oct-3-yl)-pyrimidin-4-yl]-amine). Isolated yield 198.3%. As a reaction SMILES: Cl[C:2]1[N:7]=[C:6]([C:8]2[CH:13]=[CH:12][C:11]([N+:14]([O-:16])=[O:15])=[CH:10][CH:9]=2)[N:5]=[C:4]([N:17]2[CH2:23][CH:22]3[O:24][CH:19]([CH2:20][CH2:21]3)[CH2:18]2)[CH:3]=1>C(N)(C)C>[CH:11]([NH:14][C:2]1[CH:3]=[C:4]([N:17]2[CH2:23][CH:22]3[O:24][CH:19]([CH2:20][CH2:21]3)[CH2:18]2)[N:5]=[C:6]([C:8]2[CH:13]=[CH:12][C:11]([N+:14]([O-:16])=[O:15])=[CH:10][CH:9]=2)[N:7]=1)([CH3:12])[CH3:10]. Procedure details: In a 2-5 mL microwave vial was placed 3-(6-chloro-2-(4-nitrophenyl)pyrimidin-4-yl)-8-oxa-3-azabicyclo[3.2.1]octane (13, 70 mg, 0.202 mmol) in iPrNH2 (4 ml) to give a yellow suspension. The reaction was heated under microwave irradiation at 140° C. for 90 min. The mixture was concentrated, dissolved in dichloromethane and washed with sat NaHCO3. The organic phase was dried over MgSO4, filtered and concentrated to give 74 mg of the title compound as a yellow solid (99%). Starting materials: CCOC(=O)CN(C)S(=O)(=O)c1ccc(N2CCC(NCC(O)c3ccc(O)c(NS(C)(=O)=O)c3)CC2)cc1, CS(C)=O. Yields the product CN(CC(=O)O)S(=O)(=O)c1ccc(N2CCC(NCC(O)c3ccc(O)c(NS(C)(=O)=O)c3)CC2)cc1. As a reaction SMILES: [CH2:1]([CH3:2])[O:3][C:4]([CH2:5][N:6]([CH3:7])[S:8](=[O:9])(=[O:10])[c:11]1[cH:12][cH:13][c:14]([N:17]2[CH2:18][CH2:19][CH:20]([NH:23][CH2:24][CH:25]([c:26]3[cH:27][c:28]([NH:33][S:34](=[O:35])(=[O:36])[CH3:37])[c:29]([OH:32])[cH:30][cH:31]3)[OH:38])[CH2:21][CH2:22]2)[cH:15][cH:16]1)=[O:39].[CH3:40][S:41]([CH3:42])=[O:43]>>[O:3]=[C:4]([CH2:5][N:6]([CH3:7])[S:8](=[O:9])(=[O:10])[c:11]1[cH:12][cH:13][c:14]([N:17]2[CH2:18][CH2:19][CH:20]([NH:23][CH2:24][CH:25]([c:26]3[cH:27][c:28]([NH:33][S:34](=[O:35])(=[O:36])[CH3:37])[c:29]([OH:32])[cH:30][cH:31]3)[OH:38])[CH2:21][CH2:22]2)[cH:15][cH:16]1)[OH:39]. The reagents and catalysts are [Ni] (Raney nickel). Procedure details: A mixture of 1.0 g (7.46 mmole) of 2-cyano-6-methoxypyridine, 0.37 g (4.48 mmole) of sodium acetate, 25 ml of acetic anhydride and about 1.0 g of Raney nickel was hydrogenated on a Parr apparatus for about 5.5 hours. The mixture was filtered, and then evaporated with warming in vacuo to provide 2-acetamidomethyl-6-methoxypyridine. The structural assignment was supported by infrared spectral analysis. Starting materials: C(#N)C1=NC(=CC=C1)OC (2-cyano-6-methoxypyridine), C(C)(=O)[O-].[Na+] (sodium acetate), C(C)(=O)OC(C)=O (acetic anhydride). Conditions: time 5.5 hour. The product is C(C)(=O)NCC1=NC(=CC=C1)OC (2-acetamidomethyl-6-methoxypyridine). RXN SMILES: [C:1]([C:3]1[CH:8]=[CH:7][CH:6]=[C:5]([O:9][CH3:10])[N:4]=1)#[N:2].[C:11]([O-])(=[O:13])[CH3:12].[Na+].C(OC(=O)C)(=O)C>[Ni]>[C:11]([NH:2][CH2:1][C:3]1[CH:8]=[CH:7][CH:6]=[C:5]([O:9][CH3:10])[N:4]=1)(=[O:13])[CH3:12] |f:1.2|. Reactants: N1=C(C=CC=C1)NC1=CC=C(C=C1)O (4-(pyridin-2-ylamino)phenol), ClC=1C(=NC=CN1)C(=O)OC (methyl 3-chloropyrazine-2-carboxylate), C([O-])([O-])=O.[Cs+].[Cs+] (cesium carbonate), CS(=O)C (DMSO). Run in O (water). Run at temperature 100 celsius. Product: N1=C(C=CC=C1)NC1=CC=C(OC=2C(=NC=CN2)C(=O)OC)C=C1 (METHYL 3-(4-(PYRIDIN-2-YLAMINO)PHENOXY)PYRAZINE-2-CARBOXYLATE). Yield: 83.4%. Reaction SMILES: [N:1]1[CH:6]=[CH:5][CH:4]=[CH:3][C:2]=1[NH:7][C:8]1[CH:13]=[CH:12][C:11]([OH:14])=[CH:10][CH:9]=1.Cl[C:16]1[C:17]([C:22]([O:24][CH3:25])=[O:23])=[N:18][CH:19]=[CH:20][N:21]=1.C(=O)([O-])[O-].[Cs+].[Cs+].CS(C)=O>O>[N:1]1[CH:6]=[CH:5][CH:4]=[CH:3][C:2]=1[NH:7][C:8]1[CH:13]=[CH:12][C:11]([O:14][C:16]2[C:17]([C:22]([O:24][CH3:25])=[O:23])=[N:18][CH:19]=[CH:20][N:21]=2)=[CH:10][CH:9]=1 |f:2.3.4|. Procedure details: To a 350 mL sealable tubed was added 4-(pyridin-2-ylamino)phenol (5.16 g, 27.7 mmol), methyl 3-chloropyrazine-2-carboxylate (4.78 g, 27.7 mmol), and cesium carbonate (9.93 g, 30.5 mmol) with DMSO. The tube was sealed and heated to 100° C. for three days. After cooling to temperature, the reaction was diluted with water and extracted with ethyl acetate. The combined, dark brown organics were dried over sodium sulfate, filtered, and concentrated in vacuo. The brown residue was adsorbed onto silica... The reactants are CNCCCSCc1ccccn1, CN1CCCC1=O, [Cl-], CC12CC(CCCCCI)C3c4ccc(O)cc4CCC3C1CCC2O, [Na+]. The product is CN(CCCCCC1CC2(C)C(O)CCC2C2CCc3cc(O)ccc3C12)CCCSCc1ccccn1. As a reaction SMILES: [CH3:27][NH:28][CH2:29][CH2:30][CH2:31][S:32][CH2:33][c:34]1[n:35][cH:36][cH:37][cH:38][cH:39]1.[CH3:42][N:43]1[CH2:44][CH2:45][CH2:46][C:47]1=[O:48].[Cl-:41].[I:1][CH2:2][CH2:3][CH2:4][CH2:5][CH2:6][CH:7]1[CH:8]2[c:9]3[cH:10][cH:11][c:12]([OH:26])[cH:13][c:14]3[CH2:15][CH2:16][CH:17]2[CH:18]2[CH2:19][CH2:20][CH:21]([OH:25])[C:22]2([CH3:23])[CH2:24]1.[Na+:40]>>[CH2:2]([CH2:3][CH2:4][CH2:5][CH2:6][CH:7]1[CH:8]2[c:9]3[cH:10][cH:11][c:12]([OH:26])[cH:13][c:14]3[CH2:15][CH2:16][CH:17]2[CH:18]2[CH2:19][CH2:20][CH:21]([OH:25])[C:22]2([CH3:23])[CH2:24]1)[N:28]([CH3:27])[CH2:29][CH2:30][CH2:31][S:32][CH2:33][c:34]1[n:35][cH:36][cH:37][cH:38][cH:39]1. The reactants are CO, COC(=O)C1CC(c2ccccc2)CN(c2nc(C)cc(Nc3ccn[nH]3)n2)C1, O=C(O)C(F)(F)F, [Na+], [OH-]. Product: Cc1cc(Nc2ccn[nH]2)nc(N2CC(C(=O)O)CC(c3ccccc3)C2)n1, O=C(O)C(F)(F)F. As a reaction SMILES: [CH3:39][OH:40].[CH3:8][c:9]1[n:10][c:11]([N:21]2[CH2:22][CH:23]([C:33](=[O:34])[O:35][CH3:36])[CH2:24][CH:25]([c:27]3[cH:28][cH:29][cH:30][cH:31][cH:32]3)[CH2:26]2)[n:12][c:13]([NH:15][c:16]2[cH:17][cH:18][n:19][nH:20]2)[cH:14]1.[F:1][C:2]([C:3](=[O:4])[OH:5])([F:6])[F:7].[Na+:38].[OH-:37]>>[CH3:8][c:9]1[n:10][c:11]([N:21]2[CH2:22][CH:23]([C:33](=[O:34])[OH:35])[CH2:24][CH:25]([c:27]3[cH:28][cH:29][cH:30][cH:31][cH:32]3)[CH2:26]2)[n:12][c:13]([NH:15][c:16]2[cH:17][cH:18][n:19][nH:20]2)[cH:14]1.[F:1][C:2]([C:3](=[O:4])[OH:5])([F:6])[F:7].